From a dataset of the Open Reaction Database (ORD), a public repository of structured organic reaction records. describe an organic reaction: reactants, conditions, products, and yield Reactants: CN1C(C2N(C(C3=C1C=CC=C3)=O)CCC2)=O ((-)-1,2,3,11 a-tetrahydro-10-methyl-5H-pyrrolo[2,1-c] [1,4] benzodiazepin- 5,11(10H)-dione), CN1C=2C(C(=O)OC1=O)=CC=CC2 (N-methylisatoic anhydride), N1[C@@H](C(=O)O)CCC1 (D-proline), B (borane). Run in CO (methanol), O1CCCC1 (tetrahydrofuran). Product: CN1C(C2N(CC3=C1C=CC=C3)CCC2)=O (1,2,3,5,10,11a-Hexahydro-10 -methyl-11H-pyrrolo[2,1-c] [1,4] benzodiazepin-11-one). Reaction SMILES: [CH3:1][N:2]1[C:8]2[CH:9]=[CH:10][CH:11]=[CH:12][C:7]=2[C:6](=O)[N:5]2[CH2:14][CH2:15][CH2:16][CH:4]2[C:3]1=[O:17].CN1C(=O)OC(=O)C2=CC=CC=C12.N1CCC[C@@H]1C(O)=O.B>O1CCCC1.CO>[CH3:1][N:2]1[C:8]2[CH:9]=[CH:10][CH:11]=[CH:12][C:7]=2[CH2:6][N:5]2[CH2:14][CH2:15][CH2:16][CH:4]2[C:3]1=[O:17]. Procedure: The above compound is obtained when (-)-1,2,3,11 a-tetrahydro-10-methyl-5H-pyrrolo[2,1-c] [1,4] benzodiazepin- 5,11(10H)-dione, melting point 120-122°C. [α]D 25 - 477°, (1.24%, methanol) and (prepared from N-methylisatoic anhydride and D-proline as described in Example 1) is treated with borane in tetrahydrofuran as described in Example 1.